From a dataset of the Open Reaction Database (ORD), a public repository of structured organic reaction records. describe an organic reaction: reactants, conditions, products, and yield The reactants are C(C)(C)(C)OC(=O)N(S(=O)(=O)C)C1=C(C=C(C(=O)OCC(=O)O)C=C1)OCC1CC1 (2-(4-(N-(tert-butoxycarbonyl)methylsulfonamido)-3-(cyclopropylmethoxy)-benzoyloxy)acetic acid), ClC=1C=[N+](C=C(C1C[C@H](O)C1=CC(=C(C=C1)OC(F)F)OCC1CC1)Cl)[O-] ((S)-3,5-dichloro-4-(2-(3-(cyclopropylmethoxy)-4-(difluoromethoxy)phenyl)-2-hydroxyethyl)pyridine 1-oxide), C(CCl)Cl (EDC). The reagents and catalysts are CN(C)C=1C=CN=CC1 (DMAP). Solvent: C(Cl)Cl (DCM). Run at time 2 day. Product: C(C)(C)(C)OC(=O)N(S(=O)(=O)C)C1=C(C=C(C(=O)OCC(=O)O[C@@H](CC2=C(C=[N+](C=C2Cl)[O-])Cl)C2=CC(=C(C=C2)OC(F)F)OCC2CC2)C=C1)OCC1CC1 ((S)-4-(2-(2-(4-(N-(tert-butoxycarbonyl)methyl-sulfonamido)-3-(cyclopropylmethoxy)benzoyloxy)acetoxy)-2-(3-(cyclopropylmethoxy)-4-(difluoromethoxy)phenyl)ethyl)-3,5-dichloropyridine 1-oxide). Yield: 78.0%. Reaction SMILES: [C:1]([O:5][C:6]([N:8]([C:13]1[CH:25]=[CH:24][C:16]([C:17]([O:19][CH2:20][C:21]([OH:23])=[O:22])=[O:18])=[CH:15][C:14]=1[O:26][CH2:27][CH:28]1[CH2:30][CH2:29]1)[S:9]([CH3:12])(=[O:11])=[O:10])=[O:7])([CH3:4])([CH3:3])[CH3:2].[Cl:31][C:32]1[CH:33]=[N+:34]([O-:57])[CH:35]=[C:36]([Cl:56])[C:37]=1[CH2:38][C@@H:39]([C:41]1[CH:46]=[CH:45][C:44]([O:47][CH:48]([F:50])[F:49])=[C:43]([O:51][CH2:52][CH:53]2[CH2:55][CH2:54]2)[CH:42]=1)O.C(Cl)CCl>CN(C1C=CN=CC=1)C.C(Cl)Cl>[C:1]([O:5][C:6]([N:8]([C:13]1[CH:25]=[CH:24][C:16]([C:17]([O:19][CH2:20][C:21]([O:23][C@H:39]([C:41]2[CH:46]=[CH:45][C:44]([O:47][CH:48]([F:49])[F:50])=[C:43]([O:51][CH2:52][CH:53]3[CH2:54][CH2:55]3)[CH:42]=2)[CH2:38][C:37]2[C:36]([Cl:56])=[CH:35][N+:34]([O-:57])=[CH:33][C:32]=2[Cl:31])=[O:22])=[O:18])=[CH:15][C:14]=1[O:26][CH2:27][CH:28]1[CH2:29][CH2:30]1)[S:9]([CH3:12])(=[O:11])=[O:10])=[O:7])([CH3:4])([CH3:2])[CH3:3]. Procedure details: 2-(4-(N-(tert-butoxycarbonyl)methylsulfonamido)-3-(cyclopropylmethoxy)-benzoyloxy)acetic acid (1.7 g, 3.83 mmol), (S)-3,5-dichloro-4-(2-(3-(cyclopropylmethoxy)-4-(difluoromethoxy)phenyl)-2-hydroxyethyl)pyridine 1-oxide (1.611 g, 3.83 mmol), EDC (2.205 g, 11.50 mmol), and DMAP (0.702 g, 5.75 mmol) were dissolved in DCM (60 ml); the mixture was stirred at RT for 2 days. Then it was concentrated to about half volume, diluted with EtOAc (about 200 ml) and washed with HCl 1N and NaHCO3 sat. sol. The ...